Task: describe an organic reaction: reactants, conditions, products, and yield. Dataset: the Open Reaction Database (ORD), a public repository of structured organic reaction records Reactants: C(CC1=CC=CC=C1)N (phenethylamine), C1=NC=CC2=CC=CC=C12 (isoquinoline), [OH-].[Na+] (sodium hydroxide), C(C1=CC=CC=C1)(=O)Cl (benzoyl chloride), C1(=CC=CC=C1)C1NCCC2=CC=CC=C12 (1-phenyl-1,2,3,4-tetrahydroisoquinoline), ClC(C(=O)Cl)Cl (dichloroacetyl chloride). Solvent: O (water), C(Cl)Cl (methylene chloride). The product is ClC(C(=O)N1C(C2=CC=CC=C2CC1)C1=CC=CC=C1)Cl (2-(Dichloroacetyl)-1-phenyl-1,2,3,4-tetrahydroisoquinoline). RXN SMILES: C(N)CC1C=CC=CC=1.C(Cl)(=O)C1C=CC=CC=1.[C:19]1([CH:25]2[C:34]3[C:29](=[CH:30][CH:31]=[CH:32][CH:33]=3)[CH2:28][CH2:27][NH:26]2)[CH:24]=[CH:23][CH:22]=[CH:21][CH:20]=1.C1C2C(=CC=CC=2)C=CN=1.[OH-].[Na+].[Cl:47][CH:48]([Cl:52])[C:49](Cl)=[O:50]>O.C(Cl)Cl>[Cl:47][CH:48]([Cl:52])[C:49]([N:26]1[CH2:27][CH2:28][C:29]2[C:34](=[CH:33][CH:32]=[CH:31][CH:30]=2)[CH:25]1[C:19]1[CH:20]=[CH:21][CH:22]=[CH:23][CH:24]=1)=[O:50] |f:4.5|. Procedure details: By procedures described in Example 1 (Method A), phenethylamine and benzoyl chloride were converted to 1-phenyl-1,2,3,4-tetrahydroisoquinoline. A reaction vessel was charged with 3.5 g of this isoquinoline compound, 10 ml 10% sodium hydroxide and 50 ml methylene chloride. With this mixture stirred, 1.2 ml dichloroacetyl chloride was added dropwise to the mixture. The mixture was stirred for 10 minutes, then water was added. The organic extract was dried with magnesium sulfate and stripped of sol... Reactants: C[C@@H]1CC[C@H](CC1)NC(C=CC1=CC(=C(C=C1)OCCC=1N(C=CN1)CC)OC)=O (N-(trans-4-methylcyclohexyl)-4-{2-[1-(2-ethyl)imidazoly]ethoxy}-3-methoxycinnamamide). Reagents/catalysts: [C].[Pd] (palladium-carbon). Run in CO (methanol). Yields the product C[C@@H]1CC[C@H](CC1)NC(CCC1=CC(=C(C=C1)OCCC=1N(C=CN1)CC)OC)=O (N-(trans-4-methylcyclohexyl)-3-{4-{2-[1-(2-ethyl)imidazolyl]ethoxy}-3-methoxyphenyl}propionamide). Yield: 69.7%. RXN SMILES: [CH3:1][C@H:2]1[CH2:7][CH2:6][C@H:5]([NH:8][C:9](=[O:30])[CH:10]=[CH:11][C:12]2[CH:17]=[CH:16][C:15]([O:18][CH2:19][CH2:20][C:21]3[N:22]([CH2:26][CH3:27])[CH:23]=[CH:24][N:25]=3)=[C:14]([O:28][CH3:29])[CH:13]=2)[CH2:4][CH2:3]1>[C].[Pd].CO>[CH3:1][C@H:2]1[CH2:7][CH2:6][C@H:5]([NH:8][C:9](=[O:30])[CH2:10][CH2:11][C:12]2[CH:17]=[CH:16][C:15]([O:18][CH2:19][CH2:20][C:21]3[N:22]([CH2:26][CH3:27])[CH:23]=[CH:24][N:25]=3)=[C:14]([O:28][CH3:29])[CH:13]=2)[CH2:4][CH2:3]1 |f:1.2|. Reported procedure: Using 0.2 g of N-(trans-4-methylcyclohexyl)-4-{2-[1-(2-ethyl)imidazoly]ethoxy}-3-methoxycinnamamide (Example 162), 0.01 g of 10% palladium-carbon, and 25 ml of methanol, a reaction similar to that conducted in Example 147 was performed. As a result, 0.14 g of N-(trans-4-methylcyclohexyl)-3-{4-{2-[1-(2-ethyl)imidazolyl]ethoxy}-3-methoxyphenyl}propionamide (a compound of the present invention) was obtained as white crystal, which had the following physiochemical properties: Reactants: CC1(CC(C2=CC=CC=C12)N1C=NC=C1C=C)C (1-(3,3-dimethyl-indan-1-yl)-5-vinyl-1H-imidazole). The reagents and catalysts are [Pd] (palladium on carbon). Solvent: CO (methanol). Run at time 2 hour. The product is CC1(CC(C2=CC=CC=C12)N1C=NC=C1CC)C (1-(3,3-dimethyl-indan-1-yl)-5-ethyl-1H-imidazole). As a reaction SMILES: [CH3:1][C:2]1([CH3:18])[C:10]2[C:5](=[CH:6][CH:7]=[CH:8][CH:9]=2)[CH:4]([N:11]2[C:15]([CH:16]=[CH2:17])=[CH:14][N:13]=[CH:12]2)[CH2:3]1>CO.[Pd]>[CH3:1][C:2]1([CH3:18])[C:10]2[C:5](=[CH:6][CH:7]=[CH:8][CH:9]=2)[CH:4]([N:11]2[C:15]([CH2:16][CH3:17])=[CH:14][N:13]=[CH:12]2)[CH2:3]1. Procedure details: To a solution of 1-(3,3-dimethyl-indan-1-yl)-5-vinyl-1H-imidazole (210 mg, 0.882 mmol), which can be prepared as described in Example 27, in methanol (10 mL) under a nitrogen atmosphere is added 5 wt % palladium on carbon (˜200 mg, ˜0.09 mmol). The atmosphere of the reaction vessel is evacuated of and backfilled with hydrogen gas (balloon pressure). The reaction is permitted to stir under a hydrogen atmosphere for 2 hours and is then diluted with ethyl acetate and filtered through a pad of Celit... Starting materials: CN(C)c1ccncc1, C(=NC1CCCCC1)=NC1CCCCC1, ClCCl, O=C(O)CCN1C(=O)C=CC1=O, CC(C)(Br)C(=O)OCCO. The product is CC(C)(Br)C(=O)OCCOC(=O)CCN1C(=O)C=CC1=O. RXN SMILES: [CH3:41][N:42]([CH3:43])[c:44]1[cH:45][cH:46][n:47][cH:48][cH:49]1.[CH:23]1([N:24]=[C:25]=[N:26][CH:27]2[CH2:28][CH2:29][CH2:30][CH2:31][CH2:32]2)[CH2:33][CH2:34][CH2:35][CH2:36][CH2:37]1.[Cl:38][CH2:39][Cl:40].[O:11]=[C:12]1[N:13]([CH2:18][CH2:19][C:20](=[O:21])[OH:22])[C:14](=[O:17])[CH:15]=[CH:16]1.[OH:1][CH2:2][CH2:3][O:4][C:5]([C:6]([CH3:7])([CH3:8])[Br:9])=[O:10]>>[O:1]([CH2:2][CH2:3][O:4][C:5]([C:6]([CH3:7])([CH3:8])[Br:9])=[O:10])[C:20]([CH2:19][CH2:18][N:13]1[C:12](=[O:11])[CH:16]=[CH:15][C:14]1=[O:17])=[O:21]. Reactants: N(CC(=O)N1[C@H](C(=O)N[C@@H](CCCNC(N)=N)C(=O)O)CCC1)S(=O)(=O)C1=CC=C(C)C=C1 (Tos-Gly-Pro-Arg-OH), C1=CC2=C(C=C1O)OC3=CC(=O)C=CC3=[N+]2[O-] (resazurin), ClC(=O)OCC (ethyl chloroformate), CN1CCOCC1 (N-methylmorpholine). The solvent is O1CCCC1 (tetrahydrofuran), O1CCCC1 (tetrahydrofuran). Conditions: temperature -10 celsius, time 15 minute. Yields the product N(CC(=O)N1[C@H](C(=O)N[C@@H](CCCNC(N)=N)C(=O)O)CCC1)S(=O)(=O)C1=CC=C(C)C=C1.C1=CC2=C(C=C1O)OC3=CC(=O)C=CC3=[N+]2[O-] (Tos-Gly-Pro-Arg resazurin). Reaction SMILES: [NH:1]([S:24]([C:27]1[CH:33]=[CH:32][C:30]([CH3:31])=[CH:29][CH:28]=1)(=[O:26])=[O:25])[CH2:2][C:3]([N:5]1[CH2:23][CH2:22][CH2:21][C@H:6]1[C:7]([NH:9][C@H:10]([C:18]([OH:20])=[O:19])[CH2:11][CH2:12][CH2:13][NH:14][C:15](=[NH:17])[NH2:16])=[O:8])=[O:4].ClC(OCC)=O.CN1CCOCC1.[CH:47]1[C:52]([OH:53])=[CH:51][C:50]2[O:54][C:55]3[C:61](=[N+:62]([O-:63])[C:49]=2[CH:48]=1)[CH:60]=[CH:59][C:57](=[O:58])[CH:56]=3>O1CCCC1>[NH:1]([S:24]([C:27]1[CH:28]=[CH:29][C:30]([CH3:31])=[CH:32][CH:33]=1)(=[O:26])=[O:25])[CH2:2][C:3]([N:5]1[CH2:23][CH2:22][CH2:21][C@H:6]1[C:7]([NH:9][C@H:10]([C:18]([OH:20])=[O:19])[CH2:11][CH2:12][CH2:13][NH:14][C:15](=[NH:16])[NH2:17])=[O:8])=[O:4].[CH:59]1[C:57]([OH:58])=[CH:56][C:55]2[O:54][C:50]3[C:49](=[N+:62]([O-:63])[C:61]=2[CH:60]=1)[CH:48]=[CH:47][C:52](=[O:53])[CH:51]=3 |f:5.6|. Reported procedure: 1 mmol of Tos-Gly-Pro-Arg-OH was suspended in 30 ml of tetrahydrofuran (dry). 4 mmol of ethyl chloroformate were added at room temperature, and the mixture was stirred for about 15 minutes and cooled to -10° C. 3 mmol of N-methylmorpholine were added and the mixture was stirred at room temperature for 60 minutes. 3 mmol of resazurin in 60 ml of desiccated tetrahydrofuran were then admixed dropwise. The reaction was complete after 4 h and the mixture was filtered and the filtrate was evaporated. Yields the product O=C1CCC(N2Cc3c(OCc4ccc(CN5CC(F)(F)C(F)(F)C5)cc4)cccc3C2=O)C(=O)N1. The reactants are O=C1CCC(N2Cc3c(OCc4ccc(CBr)cc4)cccc3C2=O)C(=O)N1, CCN(C(C)C)C(C)C, ClCCl, Cl, FC1(F)CNCC1(F)F. Reaction SMILES: [Br:1][CH2:2][c:3]1[cH:4][cH:5][c:6]([CH2:7][O:8][c:9]2[c:10]3[c:14]([cH:15][cH:16][cH:17]2)[C:13](=[O:18])[N:12]([CH:19]2[C:20](=[O:26])[NH:21][C:22](=[O:25])[CH2:23][CH2:24]2)[CH2:11]3)[cH:27][cH:28]1.[CH2:39]([N:40]([CH:41]([CH3:42])[CH3:43])[CH:44]([CH3:45])[CH3:46])[CH3:47].[Cl:48][CH2:49][Cl:50].[ClH:29].[F:30][C:31]1([F:38])[CH2:32][NH:33][CH2:34][C:35]1([F:36])[F:37]>>[CH2:2]([c:3]1[cH:4][cH:5][c:6]([CH2:7][O:8][c:9]2[c:10]3[c:14]([cH:15][cH:16][cH:17]2)[C:13](=[O:18])[N:12]([CH:19]2[C:20](=[O:26])[NH:21][C:22](=[O:25])[CH2:23][CH2:24]2)[CH2:11]3)[cH:27][cH:28]1)[N:33]1[CH2:32][C:31]([F:30])([F:38])[C:35]([F:36])([F:37])[CH2:34]1. Starting materials: C(C)(C)C1=CC=C(C=C1)C=1N=C(SC1)N (4-(4-Isopropyl-phenyl)-thiazol-2-yl amine), C1(CCC1)C(=O)Cl (cyclobutane carbonyl chloride), N1=CC=CC=C1 (pyridine). The solvent is C(Cl)Cl (CH2Cl2). Product: C(C)(C)C1=CC=C(C=C1)C=1N=C(SC1)NC(=O)C1CCC1 (cyclobutanecarboxylic acid [4-(4-isopropyl-phenyl)-thiazol-2-yl]-amide). Yield: 77.1%. RXN SMILES: [CH:1]([C:4]1[CH:9]=[CH:8][C:7]([C:10]2[N:11]=[C:12]([NH2:15])[S:13][CH:14]=2)=[CH:6][CH:5]=1)([CH3:3])[CH3:2].[CH:16]1([C:20](Cl)=[O:21])[CH2:19][CH2:18][CH2:17]1.N1C=CC=CC=1>C(Cl)Cl>[CH:1]([C:4]1[CH:5]=[CH:6][C:7]([C:10]2[N:11]=[C:12]([NH:15][C:20]([CH:16]3[CH2:19][CH2:18][CH2:17]3)=[O:21])[S:13][CH:14]=2)=[CH:8][CH:9]=1)([CH3:3])[CH3:2]. Reported procedure: 4-(4-Isopropyl-phenyl)-thiazol-2-yl amine (90 mg, 0.41 mmol) was acylated in CH2Cl2 using cyclobutane carbonyl chloride (60 μL, 0.52 mmol, 1.25 eq.) in the presence of excess pyridine. The reaction was quenched with sat. NH4Cl, extracted with EtOAc and dried over MgSO4. Purification by silica gel chromatography (10% EtOAc in hexanes) afforded 95 mg (80%) of cyclobutanecarboxylic acid [4-(4-isopropyl-phenyl)-thiazol-2-yl]-amide. Reaction SMILES: [CH3:22][CH2:23][O:24][C:25](=[O:26])[c:27]1[cH:28][cH:29][c:30]([NH2:31])[cH:32][cH:33]1.[CH:35]([OH:36])([CH3:37])[CH3:38].[Cl:1][c:2]1[n:3][cH:4][c:5]([F:21])[c:6]([NH:8][c:9]2[c:10]([C:11](=[O:12])[NH:13][CH:14]([CH3:15])[CH3:16])[cH:17][cH:18][cH:19][cH:20]2)[n:7]1.[ClH:34]>>[c:2]1([NH:31][c:30]2[cH:29][cH:28][c:27]([C:25]([O:24][CH2:23][CH3:22])=[O:26])[cH:33][cH:32]2)[n:3][cH:4][c:5]([F:21])[c:6]([NH:8][c:9]2[c:10]([C:11](=[O:12])[NH:13][CH:14]([CH3:15])[CH3:16])[cH:17][cH:18][cH:19][cH:20]2)[n:7]1. Reactants: CCOC(=O)c1ccc(N)cc1, CC(C)O, CC(C)NC(=O)c1ccccc1Nc1nc(Cl)ncc1F, Cl. Product: CCOC(=O)c1ccc(Nc2ncc(F)c(Nc3ccccc3C(=O)NC(C)C)n2)cc1. The reactants are C(=O)(O)CNC1=C(C=C(C=C1)C(=O)C1=C(C(=O)O)C=CC=C1)[N+](=O)[O-] (2-({4-[(carboxymethyl)amino]-3-nitrophenyl}carbonyl)benzoic acid), C([O-])([O-])=O.[K+].[K+] (potassium carbonate), ice water, C(C1=CC=CC=C1)Br (benzyl bromide). The solvent is CN(C=O)C (N,N-dimethyl formamide), C(C)(=O)OCC (ethyl acetate). Conditions: time 15 hour. Yields the product [N+](=O)([O-])C=1C=C(C=CC1NCC(OCC1=CC=CC=C1)=O)C(=O)C1=C(C(=O)OCC2=CC=CC=C2)C=CC=C1 (phenylmethyl 2-{[3-nitro-4-({2-oxo-2-[(phenylmethyl)oxy]ethyl}amino)phenyl]carbonyl}benzoate). Isolated yield 165.6%. As a reaction SMILES: [C:1]([CH2:4][NH:5][C:6]1[CH:11]=[CH:10][C:9]([C:12]([C:14]2[CH:22]=[CH:21][CH:20]=[CH:19][C:15]=2[C:16]([OH:18])=[O:17])=[O:13])=[CH:8][C:7]=1[N+:23]([O-:25])=[O:24])([OH:3])=[O:2].C(=O)([O-])[O-].[K+].[K+].[CH2:32](Br)[C:33]1[CH:38]=[CH:37][CH:36]=[CH:35][CH:34]=1>CN(C)C=O.C(OCC)(=O)C>[N+:23]([C:7]1[CH:8]=[C:9]([C:12]([C:14]2[CH:22]=[CH:21][CH:20]=[CH:19][C:15]=2[C:16]([O:18][CH2:12][C:9]2[CH:10]=[CH:11][CH:6]=[CH:7][CH:8]=2)=[O:17])=[O:13])[CH:10]=[CH:11][C:6]=1[NH:5][CH2:4][C:1](=[O:3])[O:2][CH2:32][C:33]1[CH:38]=[CH:37][CH:36]=[CH:35][CH:34]=1)([O-:25])=[O:24] |f:1.2.3|. Procedure details: To a solution of 2-({4-[(carboxymethyl)amino]-3-nitrophenyl}carbonyl)benzoic acid (0.26 g, 0.76 mmol) in N,N-dimethyl formamide (5.0 mL), potassium carbonate (0.52 g, 3.80 mmol) was added, followed by the addition of benzyl bromide (0.22 mL, 1.82 mmol). The reaction mixture was stirred for 15 hours at room temperature. It was poured into ice water and diluted with ethyl acetate (50 mL). The organic layer was separated and it was washed with water, 2M aqueous hydrochloric acid and brine. It was d... Reactants: C(CC)N(C(C1=CC(=C(C=C1)NC)N)=O)CCC(=O)OCC (3-amino-4-methylaminobenzoic acid-N-(n-propyl)-N-(2-ethoxycarbonylethyl)amide), C1(=CC=CC=C1)N(C(C1=CC(=C(C=C1)NCC)N)=O)CCC(=O)OCC (3-amino-4-ethylaminobenzoic acid-N-phenyl-N-(2-ethoxycarbonylethyl)amide), N,N′-carbonyldiimidazole, ClCC(=O)O (chloroacetic acid). The solvent is O1CCCC1 (tetrahydrofuran). Conditions: time 1 hour. The product is C(CC)N(C(C1=CC(=C(C=C1)NC)NC(CCl)=O)=O)CCC(=O)OCC (4-Methylamino-3-chloracetamidobenzoic acid-N-(n-propyl)-N-(2-ethoxycarbonylethyl)amide). As a reaction SMILES: [CH2:1]([N:4]([CH2:16][CH2:17][C:18]([O:20][CH2:21][CH3:22])=[O:19])[C:5](=[O:15])[C:6]1[CH:11]=[CH:10][C:9]([NH:12][CH3:13])=[C:8]([NH2:14])[CH:7]=1)[CH2:2][CH3:3].C1(N(CCC(OCC)=O)C(=O)C2C=CC(NCC)=C(N)C=2)C=CC=CC=1.[Cl:49][CH2:50][C:51](O)=[O:52]>O1CCCC1>[CH2:1]([N:4]([CH2:16][CH2:17][C:18]([O:20][CH2:21][CH3:22])=[O:19])[C:5](=[O:15])[C:6]1[CH:11]=[CH:10][C:9]([NH:12][CH3:13])=[C:8]([NH:14][C:51](=[O:52])[CH2:50][Cl:49])[CH:7]=1)[CH2:2][CH3:3]. Procedure: A solution of 1.8 g (5.9 mmol) of 3-amino-4-methylaminobenzoic acid-N-(n-propyl)-N-(2-ethoxycarbonylethyl)amide [prepared analogously to 3-amino-4-ethylaminobenzoic acid-N-phenyl-N-(2-ethoxycarbonylethyl)amide], 1.1 g (6.8 mmol) of N,N′-carbonyldiimidazole, and 0.65 g (6.9 mmol) of chloroacetic acid in 75 mL tetrahydrofuran was stirred for 1 hour at room temperature. Then the solvent was distilled off in vacuo, and the crude product was purified by flash chromatography (silica gel; methylene chl...